This data is from the Open Reaction Database (ORD), a public repository of structured organic reaction records. The task is: describe an organic reaction: reactants, conditions, products, and yield Starting materials: C1N2CN3CN1CN(C2)C3 (hexamethylenetetramine), C1(=CC(=CC=C1)CC(=O)O)C (2-(m-tolyl)acetic acid), BrN1C(CCC1=O)=O (N-bromosuccinimide), Cl (HCl). Run in C(Cl)Cl (DCM), O (Water), O (water), C(Cl)(Cl)Cl (chloroform). Yields the product C(=O)C=1C=C(C=CC1)CC(=O)O (2-(3-Formylphenyl)acetic acid). Yield: 62.0%. As a reaction SMILES: [C:1]1([CH3:11])[CH:6]=[CH:5][CH:4]=[C:3]([CH2:7][C:8]([OH:10])=[O:9])[CH:2]=1.BrN1C(=[O:18])CCC1=O.C1N2CN3CN(C2)CN1C3.Cl>C(Cl)(Cl)Cl.C(Cl)Cl.O>[CH:11]([C:1]1[CH:2]=[C:3]([CH2:7][C:8]([OH:10])=[O:9])[CH:4]=[CH:5][CH:6]=1)=[O:18]. Procedure: To a solution of 2-(m-tolyl)acetic acid in chloroform (30 mL) was added N-bromosuccinimide (2.37 g, 13.32 mmol). The mixture was heated to reflux for 8 hours and the solvent was removed in vacuo. The residue was dissolved in ethanol (30 mL) and water (30 mL) and hexamethylenetetramine (5 g, 35.7 mmol) was added. The mixture was heated to reflux for 4 hours. Concentrated HCl (5.9 mL) was added cautiously to the mixture at reflux. The mixture was heated to reflux for 30 minutes and then allowed to... The reactants are O1CCCC=C1 (3,4-dihydro-2H-pyrane), C1(=CC=C(C=C1)S(=O)(=O)[O-])C.[NH+]1=CC=CC=C1 (pyridinium p-toluenesulfonate), O (water). Reaction SMILES: [O:1]1[CH:6]=[CH:5][CH2:4][CH2:3][CH2:2]1.[C:7]1([CH3:17])[CH:12]=[CH:11][C:10](S([O-])(=O)=O)=[CH:9][CH:8]=1.[NH+]1C=CC=C[CH:19]=1.[OH2:24]>O1CCOCC1>[OH:1][C:6]1[CH:5]=[CH:4][C:3]([CH:7]=[CH2:8])=[CH:2][CH:19]=1.[O:24]1[CH2:2][CH2:3][CH2:4][CH2:5][CH:6]1[O:1][C:10]1[CH:11]=[CH:12][C:7]([CH:17]=[CH2:19])=[CH:8][CH:9]=1 |f:1.2,5.6|. Reported procedure: 10.8 Grams of poly(p-hydroxystyrene) obtained in above (2) was dissolved in 72 ml of 1,4-dioxane, and 2.5 g of 3,4-dihydro-2H-pyrane and 0.05 g of pyridinium p-toluenesulfonate were added thereto, followed by conducting a reaction at 25 to 30° C. for 15 hours with stirring. The reaction solution is poured into 1000 ml of water to precipitate out. The precipitated polymer was filtered, washed with water and dried under reduced pressure to give 10.0 g of poly(p-hydroxystyrene/p-tetrahydropyranylox... The product is OC1=CC=C(C=C)C=C1.O1C(CCCC1)OC1=CC=C(C=C)C=C1 (p-hydroxystyrene p-tetrahydropyranyloxystyrene). Solvent: O1CCOCC1 (1,4-dioxane). Reactants: [BH4-], COC(=O)CC(NC(=O)C1(NC(=O)OC(C)(C)C)CCN(c2ncnc3[nH]ccc23)CC1)c1ccc(Cl)cc1, CCO, [Na+], O. Yields the product CC(C)(C)OC(=O)NC1(C(=O)NC(CCO)c2ccc(Cl)cc2)CCN(c2ncnc3[nH]ccc23)CC1. RXN SMILES: [BH4-:1].[C:3]([CH3:4])([CH3:5])([CH3:6])[O:7][C:8](=[O:9])[NH:10][C:11]1([C:26](=[O:27])[NH:28][CH:29]([CH2:30][C:31](=[O:32])[O:33][CH3:34])[c:35]2[cH:36][cH:37][c:38]([Cl:41])[cH:39][cH:40]2)[CH2:12][CH2:13][N:14]([c:17]2[c:18]3[c:19]([n:20][cH:21][n:22]2)[nH:23][cH:24][cH:25]3)[CH2:15][CH2:16]1.[CH3:43][CH2:44][OH:45].[Na+:2].[OH2:42]>>[C:3]([CH3:4])([CH3:5])([CH3:6])[O:7][C:8](=[O:9])[NH:10][C:11]1([C:26](=[O:27])[NH:28][CH:29]([CH2:30][CH2:31][OH:32])[c:35]2[cH:36][cH:37][c:38]([Cl:41])[cH:39][cH:40]2)[CH2:12][CH2:13][N:14]([c:17]2[c:18]3[c:19]([n:20][cH:21][n:22]2)[nH:23][cH:24][cH:25]3)[CH2:15][CH2:16]1. Reactants: CCOC(=O)c1cn2ncnc(Nc3ccc4c(cnn4Cc4cccc(F)c4)c3)c2c1C, C1CCOC1, CO, Cl, [Na+], [OH-]. Product: Cc1c(C(=O)O)cn2ncnc(Nc3ccc4c(cnn4Cc4cccc(F)c4)c3)c12. Reaction SMILES: [CH2:1]([CH3:2])[O:3][C:4](=[O:5])[c:6]1[c:7]([CH3:33])[c:8]2[c:9]([NH:15][c:16]3[cH:17][c:18]4[cH:19][n:20][n:21]([CH2:25][c:26]5[cH:27][c:28]([F:32])[cH:29][cH:30][cH:31]5)[c:22]4[cH:23][cH:24]3)[n:10][cH:11][n:12][n:13]2[cH:14]1.[CH2:37]1[O:38][CH2:39][CH2:40][CH2:41]1.[CH3:42][OH:43].[ClH:36].[Na+:35].[OH-:34]>>[O:3]=[C:4]([OH:5])[c:6]1[c:7]([CH3:33])[c:8]2[c:9]([NH:15][c:16]3[cH:17][c:18]4[cH:19][n:20][n:21]([CH2:25][c:26]5[cH:27][c:28]([F:32])[cH:29][cH:30][cH:31]5)[c:22]4[cH:23][cH:24]3)[n:10][cH:11][n:12][n:13]2[cH:14]1. RXN SMILES: [CH2:24]([Cl:25])[Cl:26].[CH3:22][OH:23].[OH:1][CH:2]([CH2:3][CH2:4][CH2:5][CH2:6][CH2:7][CH2:8][CH2:9][CH2:10][CH2:11][CH2:12][CH2:13][CH3:14])[C:15]1=[CH:16][C:17](=[O:21])[O:18][CH:19]1[OH:20]>>[OH:1][CH:2]([CH2:3][CH2:4][CH2:5][CH2:6][CH2:7][CH2:8][CH2:9][CH2:10][CH2:11][CH2:12][CH2:13][CH3:14])[C:15]1=[CH:16][C:17](=[O:21])[O:18][CH:19]1[O:20][CH3:22]. Product: CCCCCCCCCCCCC(O)C1=CC(=O)OC1OC. The reactants are ClCCl, CO, CCCCCCCCCCCCC(O)C1=CC(=O)OC1O. The reactants are O1C(NC[C@@]12CN1CCC2CC1)=O ((S)-spiro[1-azabicyclo[2.2.2]octan-3,5′-oxazolidin]-2′-one), BrC=1C=C(OC1)C1=CC=NC=C1 (4-bromo-2-(4-pyridyl)furan). Reagents/catalysts: [Cu]I (copper (I) iodide). Product: N1=CC=C(C=C1)C=1OC=C(C1)N1C(O[C@@]2(C1)CN1CCC2CC1)=O ((R)-3′-[2-(4-Pyridyl)furan-4-yl]spiro[1-azabicyclo[2.2.2]octan-3,5′-oxazolidin]-2′-one). As a reaction SMILES: [O:1]1[C@@:5]2([CH:10]3[CH2:11][CH2:12][N:7]([CH2:8][CH2:9]3)[CH2:6]2)[CH2:4][NH:3][C:2]1=[O:13].Br[C:15]1[CH:16]=[C:17]([C:20]2[CH:25]=[CH:24][N:23]=[CH:22][CH:21]=2)[O:18][CH:19]=1>[Cu]I>[N:23]1[CH:22]=[CH:21][C:20]([C:17]2[O:18][CH:19]=[C:15]([N:3]3[CH2:4][C@:5]4([CH:10]5[CH2:11][CH2:12][N:7]([CH2:8][CH2:9]5)[CH2:6]4)[O:1][C:2]3=[O:13])[CH:16]=2)=[CH:25][CH:24]=1. Reported procedure: The title compound was prepared by a method analogous to that described in Preparation 3 from (S)-spiro[1-azabicyclo[2.2.2]octan-3,5′-oxazolidin]-2′-one and 4-bromo-2-(4-pyridyl)furan using 4 equivalents of copper (I) iodide. The title compound (124 mg) was obtained as a pale yellow solid, m/z 342 (MH+). Reactants: [Cl-].[Na+] (sodium chloride), C1(=CC=CC=C1)P(C1=CC=CC=C1)C1=CC=CC=C1 (Triphenylphosphine), O1CCCC1 (Tetrahydrofuran), CNS(=O)(=O)C1=CC(=CC=C1)B(O)O (N-methyl-3-boronobenzenesulfonamide), C(C)O (Ethanol), C([O-])([O-])=O.[Na+].[Na+] (Sodium carbonate), BrC1=CC=C2C=NC(=NN21)NC2=CC=C(C=C2)N2CCN(CC2)C ((7-Bromo-pyrrolo[2,1-f][1,2,4]triazin-2-yl)-[4-(4-methyl-piperazin-1-yl)-phenyl]-amine), O (water). Reagents/catalysts: C(C)(=O)[O-].[Pd+2].C(C)(=O)[O-] (Palladium Acetate). Reaction conditions: time 10 minute. The product is CNS(=O)(=O)C1=CC(=CC=C1)C1=CC=C2C=NC(=NN21)NC2=CC=C(C=C2)N2CCN(CC2)C (N-Methyl-3-{2-[4-(4-methyl-piperazin-1-yl)-phenylamino]-pyrrolo[2,1-f][1,2,4]triazin-7-yl}-benzenesulfonamide). Isolated yield 24.7%. RXN SMILES: C1(P(C2C=CC=CC=2)C2C=CC=CC=2)C=CC=CC=1.O1CCCC1.Br[C:26]1[N:34]2[C:29]([CH:30]=[N:31][C:32]([NH:35][C:36]3[CH:41]=[CH:40][C:39]([N:42]4[CH2:47][CH2:46][N:45]([CH3:48])[CH2:44][CH2:43]4)=[CH:38][CH:37]=3)=[N:33]2)=[CH:28][CH:27]=1.[CH3:49][NH:50][S:51]([C:54]1[CH:59]=[CH:58][CH:57]=[C:56](B(O)O)[CH:55]=1)(=[O:53])=[O:52].C(=O)([O-])[O-].[Na+].[Na+].O.C(O)C.[Cl-].[Na+]>C([O-])(=O)C.[Pd+2].C([O-])(=O)C>[CH3:49][NH:50][S:51]([C:54]1[CH:55]=[CH:56][CH:57]=[C:58]([C:26]2[N:34]3[C:29]([CH:30]=[N:31][C:32]([NH:35][C:36]4[CH:37]=[CH:38][C:39]([N:42]5[CH2:43][CH2:44][N:45]([CH3:48])[CH2:46][CH2:47]5)=[CH:40][CH:41]=4)=[N:33]3)=[CH:28][CH:27]=2)[CH:59]=1)(=[O:52])=[O:53] |f:4.5.6,9.10,11.12.13|. Procedure details: Palladium Acetate (0.017 g, 0.000077 mol) and Triphenylphosphine (0.025 g, 0.000097 mol) were dissolved in Tetrahydrofuran (1.2 mL, 0.014 mol) and the mixture was allowed to stir at room temperature for 10 minutes. (7-Bromo-pyrrolo[2,1-f][1,2,4]triazin-2-yl)-[4-(4-methyl-piperazin-1-yl)-phenyl]-amine (0.125 g, 0.000323 mol) was then added and the reaction was again allowed to stir for 10 minutes. N-methyl-3-boronobenzenesulfonamide (0.166 g, 0.000775 mol) was added followed by 0.9 M of Sodium ca... The yield is 15.0%. Procedure details: As described for Example 2b, 4-(1H-imidazol-4-yl)-5-methyl-3-phenyl-isoxazole (100 mg, 0.44 mmol) using 4-iodoanisole instead of iodobenzene was converted to the title compound (22 mg, 15%) which was obtained as a yellow gum. MS: m/e=332.3 [M+H]+. Product: COC1=CC=C(C=C1)N1C=NC(=C1)C=1C(=NOC1C)C1=CC=CC=C1 (4-[1-(4-Methoxy-phenyl)-1H-imidazol-4-yl]-5-methyl-3-phenyl-isoxazole). Reactants: N1C=NC(=C1)C=1C(=NOC1C)C1=CC=CC=C1 (4-(1H-imidazol-4-yl)-5-methyl-3-phenyl-isoxazole), IC1=CC=C(C=C1)OC (4-iodoanisole). As a reaction SMILES: [NH:1]1[CH:5]=[C:4]([C:6]2[C:7]([C:12]3[CH:17]=[CH:16][CH:15]=[CH:14][CH:13]=3)=[N:8][O:9][C:10]=2[CH3:11])[N:3]=[CH:2]1.I[C:19]1[CH:24]=[CH:23][C:22]([O:25][CH3:26])=[CH:21][CH:20]=1>>[CH3:26][O:25][C:22]1[CH:23]=[CH:24][C:19]([N:1]2[CH:5]=[C:4]([C:6]3[C:7]([C:12]4[CH:13]=[CH:14][CH:15]=[CH:16][CH:17]=4)=[N:8][O:9][C:10]=3[CH3:11])[N:3]=[CH:2]2)=[CH:20][CH:21]=1. Reactants: C(C)OC(CCC=1OC2=C(C1CC1N(CCC1)C(C(C(C)C)NC(C(C)NC(=O)OC(C)(C)C)=O)=O)C=CC=C2)=O (3-(3-{1-[2-(2-tert-Butoxycarbonylamino-propionylamino)-3-methyl-butyryl]-pyrrolidin-2-ylmethyl}-benzofuran-2-yl)-propionic acid ethyl ester), C(=O)(C(F)(F)F)O (TFA). Run in C(Cl)Cl (DCM). Conditions: time 2.5 hour. The product is C(C)OC(CCC=1OC2=C(C1CC1N(CCC1)C(C(C(C)C)NC(C(C)N)=O)=O)C=CC=C2)=O (3-(3-{1-[2-(2-Amino-propionylamino)-3-methyl-butyryl]-pyrrolidin-2-ylmethyl}-benzofuran-2-yl)-propionic acid ethyl ester). Isolated yield 42.4%. RXN SMILES: [CH2:1]([O:3][C:4](=[O:41])[CH2:5][CH2:6][C:7]1[O:8][C:9]2[CH:40]=[CH:39][CH:38]=[CH:37][C:10]=2[C:11]=1[CH2:12][CH:13]1[CH2:17][CH2:16][CH2:15][N:14]1[C:18](=[O:36])[CH:19]([NH:23][C:24](=[O:35])[CH:25]([NH:27]C(OC(C)(C)C)=O)[CH3:26])[CH:20]([CH3:22])[CH3:21])[CH3:2].C(O)(C(F)(F)F)=O>C(Cl)Cl>[CH2:1]([O:3][C:4](=[O:41])[CH2:5][CH2:6][C:7]1[O:8][C:9]2[CH:40]=[CH:39][CH:38]=[CH:37][C:10]=2[C:11]=1[CH2:12][CH:13]1[CH2:17][CH2:16][CH2:15][N:14]1[C:18](=[O:36])[CH:19]([NH:23][C:24](=[O:35])[CH:25]([NH2:27])[CH3:26])[CH:20]([CH3:22])[CH3:21])[CH3:2]. Procedure details: To a solution of 51 (160 mg, 0.28 mmol) in DCM (10 mL) was added TFA (2 mL) at ambient temperature. After 2.5 h, the solvent was removed under reduced pressure. The residue was dissolved in EtOAc and washed with aqueous NaHCO3, brine, dried over anhydrous Na2SO4, filtered and concentrated. A portion (˜50%) of the crude material was purified by reverse-phase HPLC (C18, 10-100% ACN/water containing 0.1% HOAc) to afford 56 mg of 52 as a white solid. 1H NMR (DMSO, 300 MHz) 58.03 (d, J=8.7 Hz, 1H), 7...